This data is from the Open Reaction Database (ORD), a public repository of structured organic reaction records. The task is: describe an organic reaction: reactants, conditions, products, and yield Reactants: O=C([O-])O, COc1ccc(C2CCc3cc(OC)ccc3C2)c(N)c1, COc1ccc(CC(=O)Cl)cc1, [Na+], c1ccncc1. The product is COc1ccc(CCNc2cc(OC)ccc2C2CCc3cc(OC)ccc3C2)cc1. Reaction SMILES: [C:40](=[O:41])([OH:42])[O-:43].[CH3:1][O:2][c:3]1[cH:4][cH:5][c:6]([CH:10]2[CH2:11][c:12]3[cH:13][cH:14][c:15]([O:20][CH3:21])[cH:16][c:17]3[CH2:18][CH2:19]2)[c:7]([NH2:9])[cH:8]1.[CH3:22][O:23][c:24]1[cH:25][cH:26][c:27]([CH2:30][C:31]([Cl:32])=[O:33])[cH:28][cH:29]1.[Na+:44].[cH:34]1[cH:35][cH:36][n:37][cH:38][cH:39]1>>[CH3:1][O:2][c:3]1[cH:4][cH:5][c:6]([CH:10]2[CH2:11][c:12]3[cH:13][cH:14][c:15]([O:20][CH3:21])[cH:16][c:17]3[CH2:18][CH2:19]2)[c:7]([NH:9][CH2:31][CH2:30][c:27]2[cH:26][cH:25][c:24]([O:23][CH3:22])[cH:29][cH:28]2)[cH:8]1. Reactants: ClC1=CC(=C(C=C1O)N1C(N2C(=CCCC2)C1=O)=O)F (2-(4-chloro-2-fluoro-5-hydroxyphenyl)-5,6-dihydroimidazo [1,5-a] pyridine-1,3[2H, 7H]-dione), C([O-])([O-])=O.[K+].[K+] (potassium carbonate), C(C#C)Br (propargylbromide), [Cl-].[NH4+] (ammonium chloride). Run in C(C)#N (acetonitrile), C(C)OCC (diethyl ether). Yields the product ClC1=CC(=C(C=C1OCC#C)N1C(N2C(=CCCC2)C1=O)=O)F (2-(4-chloro-2-fluoro-5-propargyloxyphenyl)-5,6-dihydroimidazo [1,5-a] pyridine-1,3[2H, 7H]-dione). Yield: 54.1%. Reaction SMILES: [Cl:1][C:2]1[C:7]([OH:8])=[CH:6][C:5]([N:9]2[C:17](=[O:18])[C:12]3=[CH:13][CH2:14][CH2:15][CH2:16][N:11]3[C:10]2=[O:19])=[C:4]([F:20])[CH:3]=1.C(=O)([O-])[O-].[K+].[K+].[CH2:27](Br)[C:28]#[CH:29].[Cl-].[NH4+]>C(OCC)C.C(#N)C>[Cl:1][C:2]1[C:7]([O:8][CH2:29][C:28]#[CH:27])=[CH:6][C:5]([N:9]2[C:17](=[O:18])[C:12]3=[CH:13][CH2:14][CH2:15][CH2:16][N:11]3[C:10]2=[O:19])=[C:4]([F:20])[CH:3]=1 |f:1.2.3,5.6|. Procedure details: An acetonitrile (15 mL) solution of 2-(4-chloro-2-fluoro-5-hydroxyphenyl)-5,6-dihydroimidazo [1,5-a] pyridine-1,3[2H, 7H]-dione (0.82 g, 2.76 mmol), potassium carbonate (0.29 g, 2.07 mmol) and propargylbromide (0.27 mL, 3.04 mmol) was stirred fir 4.5 hours under reflux. A saturated ammonium chloride solution (15 mL) and diethyl ether (15 mL) were added to the resulting mixture, and the organic layer was separated and then the aqueous layer was extracted with diethyl ether (15 mL×2 times). The or... Reactants: C(=O)(OC(C)(C)C)OC(NN)=O (BOC-carbazate), N1=CC=CC2=CC=C3C=CC=NC3=C12 (1,10-phenanthroline), C([O-])([O-])=O.[Cs+].[Cs+] (cesium carbonate), IC1=CC=C(C=C1)CC(=O)OC (methyl 4-iodophenylacetate), O1CCOCC1.Cl (HCl Dioxan). Reagents/catalysts: [Cu](I)I (copper iodide). Run in CN(C)C=O (DMF), C(C)(=O)OCC (ethyl acetate), C(C)OCC (Diethyl ether). Run at temperature 120 celsius, time 3 hour. Product: Cl.N(N)C1=CC=C(C=C1)CC(=O)OC (methyl 2-(4-hydrazinylphenyl)acetate hydrochloride). Reaction SMILES: I[C:2]1[CH:7]=[CH:6][C:5]([CH2:8][C:9]([O:11][CH3:12])=[O:10])=[CH:4][CH:3]=1.C(OC(=O)[NH:22][NH2:23])(OC(C)(C)C)=O.N1C2C(=CC=C3C=2N=CC=C3)C=CC=1.C(=O)([O-])[O-].[Cs+].[Cs+].O1CCOCC1.[ClH:51]>CN(C=O)C.C(OCC)(=O)C.[Cu](I)I.C(OCC)C>[ClH:51].[NH:22]([C:2]1[CH:7]=[CH:6][C:5]([CH2:8][C:9]([O:11][CH3:12])=[O:10])=[CH:4][CH:3]=1)[NH2:23] |f:3.4.5,6.7,12.13|. Procedure: A solution of methyl 4-iodophenylacetate (4.25 g, 15.39 mmol) was dissolved in DMF (25 mL). BOC-carbazate (2.44 g, 18.47 mmol), 1,10-phenanthroline (278 mg, 1.54 mmol), copper iodide (147 mg, 0.77 mmol) and cesium carbonate (7.0 g, 21.55 mmol) were added and the mixture heated at 120° C. for 60 min. The reaction mixture was diluted with ethyl acetate (25 mL), washed with water (3×10 mL) and brine (10 mL), dried (MgSO4) and evaporated to leave a brown oil which was purified by flash chromatograph...